From a dataset of the Open Reaction Database (ORD), a public repository of structured organic reaction records. describe an organic reaction: reactants, conditions, products, and yield Reactants: C(C(C)(C)C)OC(N(C)C)OCC(C)(C)C (N,N-Dimethylformamide dineopentyl acetal), ClC=1C=NC(NC1)=O (5-chloropyrimidin-2-one), CN1C(=CC=C1)CO (N-methyl-2-hydroxymethylpyrrole). Solvent: CN(C=O)C (N,N-dimethylformamide). Conditions: temperature 90 celsius. Product: ClC=1C=NC(N(C1)CC=1N(C=CC1)C)=O (5-chloro-1-(1-methylpyrrol-2-ylmethyl)pyrimidin-2-one). Yield: 37.0%. Reaction SMILES: C(OC(OCC(C)(C)C)N(C)C)C(C)(C)C.[Cl:17][C:18]1[CH:19]=[N:20][C:21](=[O:24])[NH:22][CH:23]=1.[CH3:25][N:26]1[CH:30]=[CH:29][CH:28]=[C:27]1[CH2:31]O>CN(C)C=O>[Cl:17][C:18]1[CH:19]=[N:20][C:21](=[O:24])[N:22]([CH2:31][C:27]2[N:26]([CH3:25])[CH:30]=[CH:29][CH:28]=2)[CH:23]=1. Reported procedure: N,N-Dimethylformamide dineopentyl acetal (3.04 ml) was added to a stirred suspension of 5-chloropyrimidin-2-one (881 mg) and N-methyl-2-hydroxymethylpyrrole (1.050 g) in dry N,N-dimethylformamide (17 ml) under nitrogen. The resulting pale yellow solution was then stirred and heated at 90° C. under nitrogen. After 1 h the reaction mixture was evaporated to a brown crystalline solid (1.891 g). The solid was subjected to column chromatography on silica (70-230 mesh) (200 g) developing with chlorofo... The reactants are [N+](=O)([O-])C1=CC=C(C[C@H](N)C(=O)O)C=C1 (p-nitrophenylalanine), [O-]C#N.[K+] (potassium cyanate), Cl (HCl). Solvent: O (water), O (water). Product: [N+](=O)([O-])C1=CC=C(CC2NC(NC2=O)=O)C=C1 (4-(4-Nitrobenzyl)imidazolidin-2,5-dione). The yield is 82.0%. Reaction SMILES: [N+:1]([C:4]1[CH:15]=[CH:14][C:7]([CH2:8][C@@H:9]([C:11]([OH:13])=O)[NH2:10])=[CH:6][CH:5]=1)([O-:3])=[O:2].[O-:16][C:17]#[N:18].[K+].Cl>O>[N+:1]([C:4]1[CH:5]=[CH:6][C:7]([CH2:8][CH:9]2[C:11](=[O:13])[NH:18][C:17](=[O:16])[NH:10]2)=[CH:14][CH:15]=1)([O-:3])=[O:2] |f:1.2|. Procedure details: A solution of p-nitrophenylalanine (4.2 g, Fluka) and potassium cyanate (1.62 g) in water (6 ml) was refluxed for 1 hour. C.HCl (3 ml) was added and the mixture refluxed for a further 10 minutes, then cooled, diluted with water and filtered. The residue was washed with water and dried to give the desired product as a straw-coloured solid (3.85 g). The 200 MHz 1H NMR was consistent with the proposed structure. The reactants are FC(C(=O)O)(F)F.NC1=NC(=NC=C1C(=O)C1=C(C=CC(=C1)F)OC)NC1CCNCC1 ([4-amino-2-(piperidin-4-ylamino)-pyrimidin-5-yl]-(5-fluoro-2-methoxy-phenyl)-methanone trifluoroacetic acid salt), Cl.C(C)N(CC)C(C(=O)O)C (diethylaminopropionic acid hydrochloride). The product is NC1=NC(=NC=C1C(C1=C(C=CC(=C1)F)OC)=O)NC1CCN(CC1)C(CCN(CC)CC)=O (1-[4-[4-amino-5-(5-fluoro-2-methoxy-benzoyl)-pyrimidin-2-ylamino]-piperidin-1-yl]-3-diethylamino-propan-1-one). As a reaction SMILES: F[C:2](F)(F)[C:3]([OH:5])=O.[NH2:8][C:9]1[C:14]([C:15]([C:17]2[CH:22]=[C:21]([F:23])[CH:20]=[CH:19][C:18]=2[O:24][CH3:25])=[O:16])=[CH:13][N:12]=[C:11]([NH:26][CH:27]2[CH2:32][CH2:31][NH:30][CH2:29][CH2:28]2)[N:10]=1.Cl.[CH2:34]([N:36]([CH:39](C)C(O)=O)[CH2:37][CH3:38])[CH3:35]>>[NH2:8][C:9]1[C:14]([C:15](=[O:16])[C:17]2[CH:22]=[C:21]([F:23])[CH:20]=[CH:19][C:18]=2[O:24][CH3:25])=[CH:13][N:12]=[C:11]([NH:26][CH:27]2[CH2:28][CH2:29][N:30]([C:3](=[O:5])[CH2:2][CH2:39][N:36]([CH2:37][CH3:38])[CH2:34][CH3:35])[CH2:31][CH2:32]2)[N:10]=1 |f:0.1,2.3|. Procedure details: The same procedure as described in Example 81 was used, starting from [4-amino-2-(piperidin-4-ylamino)-pyrimidin-5-yl]-(5-fluoro-2-methoxy-phenyl)-methanone trifluoroacetic acid salt, Example 59, and diethylaminopropionic acid hydrochloride (Aldrich) to give 1-[4-[4-amino-5-(5-fluoro-2-methoxy-benzoyl)-pyrimidin-2-ylamino]-piperidin-1-yl]-3-diethylamino-propan-1-one. MS (M+H)+: 473. The reactants are Cl (HCl), C1(=CC=CC=C1)C1=C(NC2=CC=CC=C12)CO (3-phenylindol-2-ylmethanol), C(CS)(=O)O (thioglycolic acid), B(F)(F)F.CCOCC (BF3.Et2O). Run in O (water), ClCCCl (1,2-dichloroethane), ClCCCl (1,2-dichloroethane). Run at time 15 minute. Product: C1(=CC=CC=C1)C1=C(NC2=CC=CC=C12)CSCC(=O)OCC (Ethyl 2-{[(3-phenyl-1H-indol-2-yl)methyl]sulfanyl}acetate). As a reaction SMILES: [C:1]1([C:7]2[C:15]3[C:10](=[CH:11][CH:12]=[CH:13][CH:14]=3)[NH:9][C:8]=2[CH2:16]O)[CH:6]=[CH:5][CH:4]=[CH:3][CH:2]=1.[C:18]([OH:22])(=[O:21])[CH2:19][SH:20].B(F)(F)F.[CH3:27][CH2:28]OCC.Cl>ClCCCl.O>[C:1]1([C:7]2[C:15]3[C:10](=[CH:11][CH:12]=[CH:13][CH:14]=3)[NH:9][C:8]=2[CH2:16][S:20][CH2:19][C:18]([O:22][CH2:27][CH3:28])=[O:21])[CH:2]=[CH:3][CH:4]=[CH:5][CH:6]=1 |f:2.3|. Reported procedure: A 250 mL round-bottom flask containing a magnetic stirring bar equipped with a reflux condenser was charged with 1.6 g (0.00717 mol) of compound 62, 0.8 mL (0.00717 mol) of thioglycolic acid and 50 mL of 1,2-dichloroethane. At 0° C., 1.4 mL (0.0107 mol) of BF3.Et2O dissolved in 10 mL of 1,2-dichloroethane was added slowly. The resulting mixture was stirred for 15 minutes and then 100 mL of water and 10 mL of HCl (IN) were added. The product was extracted with 2×50 mL of ethyl acetate. The organi...